describe an organic reaction: reactants, conditions, products, and yield From a dataset of the Open Reaction Database (ORD), a public repository of structured organic reaction records. Reactants: C(C)OC(=O)C1=C(CCCC1)NCC(=O)OCC (2-(ethoxycarbonylmethylamino)-cyclohexene-1-carboxylic acid ethyl ester), [Na] (sodium), Cl (hydrochloric acid), O (water). Run in C(C)O (ethanol), C(C)O (ethanol). Reaction conditions: time 3 hour. The product is C(C)OC(=O)C=1NC=2CCCCC2C1O (3-Hydroxy-4,5,6,7-tetrahydroindole-2-carboxylic acid ethyl ester). As a reaction SMILES: C([O:3][C:4]([C:6]1[CH2:11][CH2:10][CH2:9][CH2:8][C:7]=1[NH:12][CH2:13][C:14]([O:16][CH2:17][CH3:18])=[O:15])=O)C.[Na].O.Cl>C(O)C>[CH2:17]([O:16][C:14]([C:13]1[NH:12][C:7]2[CH2:8][CH2:9][CH2:10][CH2:11][C:6]=2[C:4]=1[OH:3])=[O:15])[CH3:18] |^1:18|. Procedure: 294 g of 2-(ethoxycarbonylmethylamino)-cyclohexene-1-carboxylic acid ethyl ester in 400 ml of ethanol are added dropwise, under nitrogen, to a well-stirred solution of 35 g of sodium in 1.5 liters of ethanol. After the solution has boiled for three hours, it is cooled and 600 ml of water are then added, followed by 150 ml of concentrated hydrochloric acid. After the batch has stood for six hours at -10° C., 142 g of 3-hydroxy-4,5,6,7-tetrahydroindole-2-carboxylic acid ethyl ester, of melting poi... RXN SMILES: [C:27].[CH3:19][CH2:20][OH:21].[N+:1]([O-:2])(=[O:3])[c:4]1[cH:5][c:6]2[c:7]3[cH:8][c:9]([S:17][CH3:18])[n:10][cH:11][c:12]3[nH:13][c:14]2[cH:15][cH:16]1.[O:22]1[CH2:23][CH2:24][CH2:25][CH2:26]1.[Pd:28]>>[NH2:1][c:4]1[cH:5][c:6]2[c:7]3[cH:8][c:9]([S:17][CH3:18])[n:10][cH:11][c:12]3[nH:13][c:14]2[cH:15][cH:16]1. Product: CSc1cc2c(cn1)[nH]c1ccc(N)cc12. Reactants: C, CCO, CSc1cc2c(cn1)[nH]c1ccc([N+](=O)[O-])cc12, C1CCOC1, [Pd]. The reactants are N1(N=CC=C1)C1=CC=CC(=N1)C=O (6-(1H-pyrazol-1-yl)-2-pyridinecarboxaldehyde), N1(N=CC=C1)C1=CC=C(C=O)C=C1 (4-(1H-pyrazol-1-yl)-benzaldehyde). The product is N1(N=CC=C1)C1=CC=CC(=N1)/C=C/C=O ((2E)-3-[6-(1H-Pyrazol-1-yl)-2-pyridinyl]-2-propenal). As a reaction SMILES: [N:1]1([C:6]2[N:11]=[C:10]([CH:12]=O)[CH:9]=[CH:8][CH:7]=2)[CH:5]=[CH:4][CH:3]=[N:2]1.N1(C2C=C[C:22]([CH:23]=[O:24])=CC=2)C=CC=N1>>[N:1]1([C:6]2[N:11]=[C:10](/[CH:12]=[CH:22]/[CH:23]=[O:24])[CH:9]=[CH:8][CH:7]=2)[CH:5]=[CH:4][CH:3]=[N:2]1. Procedure: The title compound was prepared by a procedure analogous to Reference Example 30 by substituting 6-(1H-pyrazol-1-yl)-2-pyridinecarboxaldehyde (prepared as described in J. Med. Chem. 1998, 41, 5070) for the 4-(1H-pyrazol-1-yl)-benzaldehyde of Reference Example 30. MS 200 (M+H)+. The reactants are CC=1N=CNC1CSCCN (4-methyl-5-((2-aminoethyl)thiomethyl)imidazole), S(=O)(=O)(O)O.CSC(N)=N (S-methylisothiourea sulphate). Solvent: O (water). The product is S(=O)(=O)(O)O.CC=1N=CNC1CSCCN=C(N)N (2-[((4-methyl-5-imidazolyl)methylthio)ethyl]guanidine sulphate). Isolated yield 52.0%. Reaction SMILES: [CH3:1][C:2]1[N:3]=[CH:4][NH:5][C:6]=1[CH2:7][S:8][CH2:9][CH2:10][NH2:11].[S:12]([OH:16])([OH:15])(=[O:14])=[O:13].CS[C:19](=[NH:21])[NH2:20]>O>[S:12]([OH:16])([OH:15])(=[O:14])=[O:13].[CH3:1][C:2]1[N:3]=[CH:4][NH:5][C:6]=1[CH2:7][S:8][CH2:9][CH2:10][N:11]=[C:19]([NH2:21])[NH2:20] |f:1.2,4.5|. Procedure details: A solution of 4-methyl-5-((2-aminoethyl)thiomethyl)imidazole (19.0 g.) and S-methylisothiourea sulphate (15.1 g.) in water (100 ml.) was heated under reflux for 3 hours. Concentration, acidification with sulphuric acid and dilution with ethanol afforded 2-[((4-methyl-5-imidazolyl)methylthio)ethyl]guanidine sulphate (13.0 g.) m.p. 230°-235° (from aqueous methanol). Reactants: OC=1C=C2C=CNC2=CC1 (5-hydroxyindole), C1(=CC=CC=C1)P(C1=CC=CC=C1)C1=CC=CC=C1 (triphenylphosphine), FC1=CC=C(CCO)C=C1 (4-fluorophenethylalcohol), CC(C)OC(=O)/N=N/C(=O)OC(C)C (diisopropylazodicarboxylate). Solvent: C1CCOC1 (THF). Run at time 8 hour. The product is FC1=CC=C(C=C1)CCOC=1C=C2C=CNC2=CC1 (5-[2-(4-fluoro-phenyl)-ethoxy]-1H-indole). Yield: 25.7%. RXN SMILES: [OH:1][C:2]1[CH:3]=[C:4]2[C:8](=[CH:9][CH:10]=1)[NH:7][CH:6]=[CH:5]2.C1(P(C2C=CC=CC=2)C2C=CC=CC=2)C=CC=CC=1.[F:30][C:31]1[CH:39]=[CH:38][C:34]([CH2:35][CH2:36]O)=[CH:33][CH:32]=1.CC(OC(/N=N/C(OC(C)C)=O)=O)C>C1COCC1>[F:30][C:31]1[CH:39]=[CH:38][C:34]([CH2:35][CH2:36][O:1][C:2]2[CH:3]=[C:4]3[C:8](=[CH:9][CH:10]=2)[NH:7][CH:6]=[CH:5]3)=[CH:33][CH:32]=1. Reported procedure: To a solution of 1.06 g (8 mmol) 5-hydroxyindole and 2.09 g (8 mmol) triphenylphosphine in 40 ml anhydrous THF, cooled to 0° C. in ice, was added 1.0 mL (8 mmol) 4-fluorophenethylalcohol and 1.6 ml (8 mmol) diisopropylazodicarboxylate. The solution was allowed to gradually come to room temperature overnight. The solution was concentrated and the residue was chromatographed on silica using 20–25% EtOAc-hexane to afford 0.525 g 5-[2-(4-fluoro-phenyl)-ethoxy]-1H-indole as a white solid. The reactants are CC(=O)CC(=O)OC(C)(C)C, CC(=O)O, O=N[O-], [Na+]. Product: CC(=O)C(=NO)C(=O)OC(C)(C)C. Reaction SMILES: [C:1]([CH3:2])([CH3:3])([CH3:4])[O:5][C:6]([CH2:7][C:8]([CH3:9])=[O:10])=[O:11].[CH3:16][C:17](=[O:18])[OH:19].[N:12](=[O:13])[O-:14].[Na+:15]>>[C:1]([CH3:2])([CH3:3])([CH3:4])[O:5][C:6]([C:7]([C:8]([CH3:9])=[O:10])=[N:12][OH:13])=[O:11]. The reactants are OC1=CC(OC(=C1)C)=O (4-hydroxy-6-methyl-2-pyrone), product, C(C)SCl (ethanesulfenyl chloride), Cl (hydrogen chloride). Run in C1(=CC=CC=C1)C (toluene). Product: C(C)SC=1C(OC(=CC1O)C)=O (3-Ethylthio-4-hydroxy-6-methyl-2-pyrone). RXN SMILES: [OH:1][C:2]1[CH:7]=[C:6]([CH3:8])[O:5][C:4](=[O:9])[CH:3]=1.[CH2:10]([S:12]Cl)[CH3:11].Cl>C1(C)C=CC=CC=1>[CH2:10]([S:12][C:3]1[C:4](=[O:9])[O:5][C:6]([CH3:8])=[CH:7][C:2]=1[OH:1])[CH3:11]. Procedure details: A mixture of 37.2 g. (0.295 mole) of 4-hydroxy-6-methyl-2-pyrone and 28.4 g. (0.295 mole) of ethanesulfenyl chloride in 900 ml. of toluene was heated under reflux with stirring at 75°C. for two hours, during which time hydrogen chloride evolved. The reaction mixture was cooled to room temperature and filtered to remove 24.2 g. of a solid (m. 170°-172°C. - probably a mixture of starting pyrone and an unknown substance). The filtrate was concentrated to give 13.3 g. (25 percent) of the product as ...